Dataset: the Open Reaction Database (ORD), a public repository of structured organic reaction records. Task: describe an organic reaction: reactants, conditions, products, and yield The reactants are C1CCOC1, CN, N#Cc1ccc(F)c(Cl)c1, O. The product is CNc1ccc(C#N)cc1Cl. As a reaction SMILES: [CH2:14]1[O:15][CH2:16][CH2:17][CH2:18]1.[CH3:11][NH2:12].[Cl:1][c:2]1[cH:3][c:4]([C:5]#[N:6])[cH:7][cH:8][c:9]1[F:10].[OH2:13]>>[Cl:1][c:2]1[cH:3][c:4]([C:5]#[N:6])[cH:7][cH:8][c:9]1[NH:12][CH3:11]. The reactants are BrCCC1=CC=C(C=C1)B(O)O (4-(2-Bromoethyl)phenyl boronic acid), [N+](=O)([O-])C=1NC=CN1 (2-nitroimidazole), C([O-])([O-])=O.[K+].[K+] (potassium carbonate). Solvent: CN(C=O)C (dimethylformamide). Run at time 48 hour. Product: [N+](=O)([O-])C=1NC=C(N1)CCC1=CC=C(C=C1)B(O)O (4-(2 -Nitroimidazolyl ethyl)phenyl boronic acid). The yield is 14.1%. As a reaction SMILES: Br[CH2:2][CH2:3][C:4]1[CH:9]=[CH:8][C:7]([B:10]([OH:12])[OH:11])=[CH:6][CH:5]=1.[N+:13]([C:16]1[NH:17][CH:18]=[CH:19][N:20]=1)([O-:15])=[O:14].C(=O)([O-])[O-].[K+].[K+]>CN(C)C=O>[N+:13]([C:16]1[NH:17][CH:18]=[C:19]([CH2:2][CH2:3][C:4]2[CH:9]=[CH:8][C:7]([B:10]([OH:12])[OH:11])=[CH:6][CH:5]=2)[N:20]=1)([O-:15])=[O:14] |f:2.3.4|. Reported procedure: 4-(2-Bromoethyl)phenyl boronic acid (0.525 g, 2.72 mmol) and 2-nitroimidazole (0.3 g, 2.72 mmol) were heated in dry dimethylformamide (15 ml) in presence of anhydrous potassium carbonate (1.38 g, 10 mmol) under nitrogen with stirring at 60°-70° C. for 48 hours. Dimethylformamide was removed under reduced pressure and the resulting gum was dissolved in a minimum amount of water and acidified with 2N hydrochloric acid. The precipitated solid was filtered off and washed with water. The combined aqu... Starting materials: [Ag+2], O=C([O-])[O-], O=c1[nH]c(-c2cccc(OCc3ccccc3)c2)c2c(Cl)nccn12, CCO, CCI. The product is CCOc1nc(-c2cccc(OCc3ccccc3)c2)c2c(Cl)nccn12. As a reaction SMILES: [Ag+2:36].[C:32](=[O:33])([O-:34])[O-:35].[CH2:1]([c:2]1[cH:3][cH:4][cH:5][cH:6][cH:7]1)[O:8][c:9]1[cH:10][c:11](-[c:15]2[nH:16][c:17](=[O:25])[n:18]3[c:19]2[c:20]([Cl:24])[n:21][cH:22][cH:23]3)[cH:12][cH:13][cH:14]1.[CH3:29][CH2:30][OH:31].[I:26][CH2:27][CH3:28]>>[CH2:1]([c:2]1[cH:3][cH:4][cH:5][cH:6][cH:7]1)[O:8][c:9]1[cH:10][c:11](-[c:15]2[n:16][c:17]([O:25][CH2:27][CH3:28])[n:18]3[c:19]2[c:20]([Cl:24])[n:21][cH:22][cH:23]3)[cH:12][cH:13][cH:14]1. The reactants are Cl (hydrochloric acid), FC1=C(C(=CC=C1)F)CC(CNOC)C1=C(C=CC=C1C)C (3-(2,6-difluorophenyl)-methoxy-2-(2,6-dimethylphenyl)-propylamine), C(C1=CC=CC=C1)=O (benzaldehyde), [BH4-].[Na+] (NaBH4), N (ammonia). Solvent: C(C)O (ethanol), C(C)O (ethanol). Reaction conditions: temperature 50 celsius, time 30 minute. Yields the product Cl.C(C1=CC=CC=C1)N(CC(CC1=C(C=CC=C1F)F)C1=C(C=CC=C1C)C)OC (N-benzyl-3-(2,6-difluorophenyl)-methoxy-2-(2,6-dimethylphenyl)-propylamine-hydrochloride). RXN SMILES: [F:1][C:2]1[CH:7]=[CH:6][CH:5]=[C:4]([F:8])[C:3]=1[CH2:9][CH:10]([C:15]1[C:20]([CH3:21])=[CH:19][CH:18]=[CH:17][C:16]=1[CH3:22])[CH2:11][NH:12][O:13][CH3:14].[CH:23](=O)[C:24]1[CH:29]=[CH:28][CH:27]=[CH:26][CH:25]=1.[BH4-].[Na+].[ClH:33].N>C(O)C>[ClH:33].[CH2:23]([N:12]([O:13][CH3:14])[CH2:11][CH:10]([C:15]1[C:20]([CH3:21])=[CH:19][CH:18]=[CH:17][C:16]=1[CH3:22])[CH2:9][C:3]1[C:2]([F:1])=[CH:7][CH:6]=[CH:5][C:4]=1[F:8])[C:24]1[CH:29]=[CH:28][CH:27]=[CH:26][CH:25]=1 |f:2.3,7.8|. Reported procedure: 0.6 g (2.0 mmol) of 3-(2,6-difluorophenyl)-methoxy-2-(2,6-dimethylphenyl)-propylamine are stirred with 0.3 g (2.8 mmol) of benzaldehyde for 1 h at 60° C. Then 10 ml of ethanol and 0.3 9 of NaBH4 are added and the mixture is stirred for 30 minutes at 50° C. It is left to cool, 10 ml of 2 N hydrochloric acid are added dropwise and the ethanol is eliminated in vacuo. The residue is combined with 10 ml of conc. ammonia and extracted twice with 30 ml of ethyl acetate. The organic phase is washed with... The reactants are CCOc1cc(C(C)(C)C)ncc1C1=NC(C)(c2ccc(Cl)cc2)C(C)(c2ccc(Cl)cc2)N1C(=O)Cl, CS(=O)(=O)CCN1CCNCC1. As a reaction SMILES: [C:1]([CH3:2])([CH3:3])([CH3:4])[c:5]1[cH:6][c:7]([O:35][CH2:36][CH3:37])[c:8]([C:11]2=[N:15][C:14]([CH3:16])([c:17]3[cH:18][cH:19][c:20]([Cl:23])[cH:21][cH:22]3)[C:13]([CH3:24])([c:25]3[cH:26][cH:27][c:28]([Cl:31])[cH:29][cH:30]3)[N:12]2[C:32](=[O:33])[Cl:34])[cH:9][n:10]1.[CH3:38][S:39](=[O:40])(=[O:41])[CH2:42][CH2:43][N:44]1[CH2:45][CH2:46][NH:47][CH2:48][CH2:49]1>>[C:1]([CH3:2])([CH3:3])([CH3:4])[c:5]1[cH:6][c:7]([O:35][CH2:36][CH3:37])[c:8]([C:11]2=[N:15][C:14]([CH3:16])([c:17]3[cH:18][cH:19][c:20]([Cl:23])[cH:21][cH:22]3)[C:13]([CH3:24])([c:25]3[cH:26][cH:27][c:28]([Cl:31])[cH:29][cH:30]3)[N:12]2[C:32](=[O:33])[N:47]2[CH2:46][CH2:45][N:44]([CH2:43][CH2:42][S:39]([CH3:38])(=[O:40])=[O:41])[CH2:49][CH2:48]2)[cH:9][n:10]1. The product is CCOc1cc(C(C)(C)C)ncc1C1=NC(C)(c2ccc(Cl)cc2)C(C)(c2ccc(Cl)cc2)N1C(=O)N1CCN(CCS(C)(=O)=O)CC1. Reactants: C(C)C1=C(C=C(C(=C1)[N+](=O)[O-])OC)N1CCC(CC1)N1CCN(CC1)S(=O)(=O)C (1-{1-[2-ethyl-5-(methyloxy)-4-nitrophenyl]-4-piperidinyl}-4-(methylsulfonyl)piperazine). Reagents/catalysts: [Pt] (sulfided platinum on carbon). Run in CCOC(=O)C (EtOAc). Run at time 2 day. The product is C(C)C=1C(=CC(=C(N)C1)OC)N1CCC(CC1)N1CCN(CC1)S(=O)(=O)C (5-ethyl-2-(methyloxy)-4-{4-[4-(methylsulfonyl)-1-piperazinyl]-1-piperidinyl}aniline). Isolated yield 45.9%. As a reaction SMILES: [CH2:1]([C:3]1[CH:8]=[C:7]([N+:9]([O-])=O)[C:6]([O:12][CH3:13])=[CH:5][C:4]=1[N:14]1[CH2:19][CH2:18][CH:17]([N:20]2[CH2:25][CH2:24][N:23]([S:26]([CH3:29])(=[O:28])=[O:27])[CH2:22][CH2:21]2)[CH2:16][CH2:15]1)[CH3:2]>CCOC(C)=O.[Pt]>[CH2:1]([C:3]1[C:4]([N:14]2[CH2:19][CH2:18][CH:17]([N:20]3[CH2:21][CH2:22][N:23]([S:26]([CH3:29])(=[O:27])=[O:28])[CH2:24][CH2:25]3)[CH2:16][CH2:15]2)=[CH:5][C:6]([O:12][CH3:13])=[C:7]([CH:8]=1)[NH2:9])[CH3:2]. Reported procedure: A mixture of 1-{1-[2-ethyl-5-(methyloxy)-4-nitrophenyl]-4-piperidinyl}-4-(methylsulfonyl)piperazine (1.12 g, 2.63 mmol) and sulfided platinum on carbon (0.410 g, 0.105 mmol) in EtOAc (40 mL) was sealed in a round bottom flask with a rubber septum. The reaction mixture was purged with N2 gas and then a balloon of H2 gas was connected and the vessel was flushed with the H2 gas. The reaction was stirred at rt for 2 d. TLC analysis showed the complete consumption of the starting nitro compound so th... The reactants are C(C)OC(C(C(=O)OCC)CC(C)C)=O (isobutylmalonic acid diethyl ester), [OH-].[K+] (potassium hydroxide). Solvent: C(C)O (ethanol), C(C)O (ethanol). Conditions: time 17 hour. Product: C(C)OC(C(C(=O)O)CC(C)C)=O (isobutylmalonic acid monoethyl ester). The yield is 81.4%. RXN SMILES: [CH2:1]([O:3][C:4](=[O:15])[CH:5]([CH2:11][CH:12]([CH3:14])[CH3:13])[C:6]([O:8]CC)=[O:7])[CH3:2].[OH-].[K+]>C(O)C>[CH2:1]([O:3][C:4](=[O:15])[CH:5]([CH2:11][CH:12]([CH3:14])[CH3:13])[C:6]([OH:8])=[O:7])[CH3:2] |f:1.2|. Procedure: A total of 21.6 g of isobutylmalonic acid diethyl ester prepared above was dissolved in 100 ml of ethanol and treated dropwise at 0° with a solution of 5.6 g of potassium hydroxide in 100 ml of ethanol. The solution was allowed to stand to neutral pH for 17 hours at 20° and then evaporated under reduced pressure. The residue was dissolved in ice-water and extracted three times with ethyl acetate. The ethyl acetate extracts were rejected. The aqueous phase was acidified with 2-N hydrochloric acid...